This data is from the Open Reaction Database (ORD), a public repository of structured organic reaction records. The task is: describe an organic reaction: reactants, conditions, products, and yield Reactants: N (ammonia), COC=1C=CC(=C(C(=O)O)C1)[N+](=O)[O-] (5-methoxy-2-nitrobenzoic acid), CN(C)C=O (DMF), C(C(=O)Cl)(=O)Cl (oxalyl chloride). Solvent: C1CCOC1 (THF). Reaction conditions: temperature 0 celsius, time 1 hour. Yields the product COC=1C=CC(=C(C(=O)N)C1)[N+](=O)[O-] (5-methoxy-2-nitrobenzamide). Isolated yield 56.0%. Reaction SMILES: [CH3:1][O:2][C:3]1[CH:4]=[CH:5][C:6]([N+:12]([O-:14])=[O:13])=[C:7]([CH:11]=1)[C:8](O)=[O:9].C[N:16](C=O)C.C(Cl)(=O)C(Cl)=O.N>C1COCC1>[CH3:1][O:2][C:3]1[CH:4]=[CH:5][C:6]([N+:12]([O-:14])=[O:13])=[C:7]([CH:11]=1)[C:8]([NH2:16])=[O:9]. Procedure: To a solution of 5-methoxy-2-nitrobenzoic acid (18.0 g, 91.3 mmol) and DMF (0.1 mL) in THF (150 mL) was added dropwise oxalyl chloride (12.7 g, 100 mmol) under ice-cooling, and the mixture was stirred at 0° C. for 1 hr, and then at room temperature for 3 hr. This solution was added dropwise to aqueous ammonia (7% aqueous solution, 200 mL) under ice-cooling. The reaction solution was concentrated under reduced pressure to evaporated THF, and the precipitated insoluble material was collected by fi... Starting materials: ClCCOC1=C(C(=NC=C1)CSC1=NC2=C(N1)C=CC=C2)C (2-[{4-(2-chloroethoxy)-3-methylpyridine-2-yl}methylthio]-1H-benzimidazol), SC1=NC2=C(N1)C=CC=C2 (2-mercapto-1H-benzimidazole), [OH-].[Na+] (sodium hydroxide). Solvent: C(C)O (ethanol). Product: N1C(=NC2=C1C=CC=C2)SCCOC2=C(C(=NC=C2)CSC2=NC1=C(N2)C=CC=C1)C (2-[[4-{2-(1H-Benzimidazol-2-Ylthio)Ethoxy}-3-Methylpyridine-2-Yl]Methylthio]-1H-Benzimidazole). Isolated yield 68.9%. Reaction SMILES: Cl[CH2:2][CH2:3][O:4][C:5]1[CH:10]=[CH:9][N:8]=[C:7]([CH2:11][S:12][C:13]2[NH:17][C:16]3[CH:18]=[CH:19][CH:20]=[CH:21][C:15]=3[N:14]=2)[C:6]=1[CH3:22].[SH:23][C:24]1[NH:28][C:27]2[CH:29]=[CH:30][CH:31]=[CH:32][C:26]=2[N:25]=1.[OH-].[Na+]>C(O)C>[NH:25]1[C:26]2[CH:32]=[CH:31][CH:30]=[CH:29][C:27]=2[N:28]=[C:24]1[S:23][CH2:2][CH2:3][O:4][C:5]1[CH:10]=[CH:9][N:8]=[C:7]([CH2:11][S:12][C:13]2[NH:17][C:16]3[CH:18]=[CH:19][CH:20]=[CH:21][C:15]=3[N:14]=2)[C:6]=1[CH3:22] |f:2.3|. Reported procedure: A mixture comprising 1.34 g (0.004 mol) of 2-[{4-(2-chloroethoxy)-3-methylpyridine-2-yl}methylthio]-1H-benzimidazol, 0.53 g (0.0035 mol) of 2-mercapto-1H-benzimidazole, 0.17 g (0.004 mol) of 95% sodium hydroxide and 30 ml of ethanol was stirred at 80° C. for 8 hours. After the completion of the reaction, the reaction mixture was filtered to remove inorganic matter. The filtrate was distilled to remove the solvent. The residue was purified by silica gel column chromatography (ethyl acetate/n-hexa... Starting materials: ClC=1C=C(C=CC1Cl)C1C(CN(C1)C(=O)N1CCN(CC1)S(=O)(=O)C)C#N ((3SR,4RS)-4-(3,4-Dichloro-phenyl)-1-(4-methanesulfonyl-piperazine-1-carbonyl)-pyrrolidine-3-carbonitrile). Run in O1CCCC1 (tetrahydrofuran), O1CCCC1 (tetrahydrofuran). Conditions: time 2 hour. Product: NCC1CN(CC1C1=CC(=C(C=C1)Cl)Cl)C(=O)N1CCN(CC1)S(=O)(=O)C ((3RS,4SR)-[3-Aminomethyl-4-(3,4-dichloro-phenyl)-pyrrolidin-1-yl]-(4-methanesulfonyl-piperazin-1-yl)-methanone). Yield: 569.2%. Reaction SMILES: [Cl:1][C:2]1[CH:3]=[C:4]([CH:9]2[CH2:13][N:12]([C:14]([N:16]3[CH2:21][CH2:20][N:19]([S:22]([CH3:25])(=[O:24])=[O:23])[CH2:18][CH2:17]3)=[O:15])[CH2:11][CH:10]2[C:26]#[N:27])[CH:5]=[CH:6][C:7]=1[Cl:8]>O1CCCC1>[NH2:27][CH2:26][CH:10]1[CH:9]([C:4]2[CH:5]=[CH:6][C:7]([Cl:8])=[C:2]([Cl:1])[CH:3]=2)[CH2:13][N:12]([C:14]([N:16]2[CH2:21][CH2:20][N:19]([S:22]([CH3:25])(=[O:23])=[O:24])[CH2:18][CH2:17]2)=[O:15])[CH2:11]1. Reported procedure: To a stirred solution of (3SR,4RS)-4-(3,4-Dichloro-phenyl)-1-(4-methanesulfonyl-piperazine-1-carbonyl)-pyrrolidine-3-carbonitrile (0.1 g, 0.23 mmol) in tetrahydrofuran (1.0 mL) at 0° C. was added BH3 in tetrahydrofuran (0.55 mL, 0.55 mmol). After 2 hours of stirring at ambient temperature the reaction mixture was quenched with MeOH and the volatiles were removed under vacuo. The residue was taken up in H2O, extracted with EtOAc and the combined organic phases were dried over Na2SO4. Flash chroma... The reactants are BrC1=CC(=C(C=C1)O)C (4-bromo-2-methylphenol), C([O-])([O-])=O.[K+].[K+] (potassium carbonate), [I-].[Na+] (sodium iodide), ClCCOCCC (2-chloroethylpropylether). Solvent: O (water), CN(C)C=O (DMF). Conditions: temperature 90 celsius, time 7 day. Product: BrC1=CC(=C(C=C1)OCCOCCC)C (4-bromo-2-methyl-1-(2-propoxyethoxy)benzene). Reaction SMILES: [Br:1][C:2]1[CH:7]=[CH:6][C:5]([OH:8])=[C:4]([CH3:9])[CH:3]=1.C(=O)([O-])[O-].[K+].[K+].[I-].[Na+].Cl[CH2:19][CH2:20][O:21][CH2:22][CH2:23][CH3:24]>CN(C=O)C.O>[Br:1][C:2]1[CH:7]=[CH:6][C:5]([O:8][CH2:19][CH2:20][O:21][CH2:22][CH2:23][CH3:24])=[C:4]([CH3:9])[CH:3]=1 |f:1.2.3,4.5|. Procedure: To a solution of 4-bromo-2-methylphenol (10.46 g) in DMF (10 ml) were added at room temperature potassium carbonate (11.5 g), sodium iodide (9.97 g) and 2-chloroethylpropylether (5.6 ml), and the mixture was stirred at 90° C. for 7 days. To the mixture was added water, and the mixture was extracted with ethyl acetate. The organic layer was washed with water, 1N sodium hydroxide solution and saturated brine, dried with magnesium sulfate and concentrated under reduced pressure. The residue was pur... Reactants: BrC1=NC(=CC=C1NC(C1=CC(=CC=C1)N)=O)OC(C(F)(F)F)C(F)(F)F (N-[2 bromo-6-(2,2,2-trifluoro-1-trifluoromethylethoxy)-pyridin-3-yl]3-aminobenzamide), C(C1=CC=CC=C1)(=O)Cl (benzoyl chloride). Yields the product BrC1=NC(=CC=C1NC(C1=CC(=CC=C1)NC(C1=CC=CC=C1)=O)=O)OC(C(F)(F)F)C(F)(F)F (N-[2-bromo-6-(2,2,2-trifluoro-1-trifluoromethylethoxy)-pyridin-3-yl]3-(benzoylamino)benzamide), Example 1-4. Yield: 76.0%. Reaction SMILES: [Br:1][C:2]1[C:7]([NH:8][C:9](=[O:17])[C:10]2[CH:15]=[CH:14][CH:13]=[C:12]([NH2:16])[CH:11]=2)=[CH:6][CH:5]=[C:4]([O:18][CH:19]([C:24]([F:27])([F:26])[F:25])[C:20]([F:23])([F:22])[F:21])[N:3]=1.[C:28](Cl)(=[O:35])[C:29]1[CH:34]=[CH:33][CH:32]=[CH:31][CH:30]=1>>[Br:1][C:2]1[C:7]([NH:8][C:9](=[O:17])[C:10]2[CH:15]=[CH:14][CH:13]=[C:12]([NH:16][C:28](=[O:35])[C:29]3[CH:34]=[CH:33][CH:32]=[CH:31][CH:30]=3)[CH:11]=2)=[CH:6][CH:5]=[C:4]([O:18][CH:19]([C:20]([F:21])([F:22])[F:23])[C:24]([F:25])([F:26])[F:27])[N:3]=1. Procedure details: Using N-[2 bromo-6-(2,2,2-trifluoro-1-trifluoromethylethoxy)-pyridin-3-yl]3-aminobenzamide and benzoyl chloride, the desired title product was prepared according to the conditions as described in Example 1-4 (Yield: 76%). Run in C1(=CC=CC=C1)C (toluene), C1(=CC=CC=C1)C (toluene). Starting materials: C(C)(=O)OC1=C(C(=C(C=C1C)O)C)C (4-Acetoxy-2,3,5-trimethylphenol), C=O (paraformaldehyde), C(CCC)O (1-butanol), C(CCC)NCCCC (dibutylamine), C(C)(=O)O (acetic acid). Run at time 7 hour. Reported procedure: 4-Acetoxy-2,3,5-trimethylphenol (1.8 g; 9.3 mmol), 87.3% paraformaldehyde (0.38 g; 11.2 mmol), 1-butanol (4.48 g; 60.5 mmol), dibutylamine (0.12 g; 0.93 mmol) and acetic acid (0.28 g; 4.7 mmol) were mixed together, then the mixture was reacted under reflux with stirring for 7 hours. After completion of the reaction, toluene was added into the resulting mixture for extraction of the resulting product in toluene, and then the toluene phase was separated. After the separated toluene phase was seque... Product: C(C)(=O)OC1=C(C(=C(C(=C1C)COCCCC)O)C)C (4-acetoxy-2,3,5-trimethyl-6-butoxymethyl-1-hydroxybenzene). Reaction SMILES: [C:1]([O:4][C:5]1[C:10]([CH3:11])=[CH:9][C:8]([OH:12])=[C:7]([CH3:13])[C:6]=1[CH3:14])(=[O:3])[CH3:2].C=O.[CH2:17]([OH:21])[CH2:18][CH2:19][CH3:20].[CH2:22](NCCCC)CCC.C(O)(=O)C>C1(C)C=CC=CC=1>[C:1]([O:4][C:5]1[C:10]([CH3:11])=[C:9]([CH2:22][O:21][CH2:17][CH2:18][CH2:19][CH3:20])[C:8]([OH:12])=[C:7]([CH3:13])[C:6]=1[CH3:14])(=[O:3])[CH3:2].